Dataset: the Open Reaction Database (ORD), a public repository of structured organic reaction records. Task: describe an organic reaction: reactants, conditions, products, and yield The reactants are N1=CC(=CC=C1)C=1SC=C(N1)CO (2-(3-pyridyl)-4-thiazolylmethanol), OC1=CC=C(C=C1)CCCN1C=NC=C1 (1-[3-(4-hydroxyphenyl)propyl]imidazole). Yields the product N1(C=NC=C1)CCCC1=CC=C(OCC=2N=C(SC2)C=2C=NC=CC2)C=C1 (4-[4-[3-(1-imidazolyl)propyl]phenoxymethyl]-2-(3-pyridyl)thiazole). Isolated yield 35.0%. As a reaction SMILES: [N:1]1[CH:6]=[CH:5][CH:4]=[C:3]([C:7]2[S:8][CH:9]=[C:10]([CH2:12][OH:13])[N:11]=2)[CH:2]=1.O[C:15]1[CH:20]=[CH:19][C:18]([CH2:21][CH2:22][CH2:23][N:24]2[CH:28]=[CH:27][N:26]=[CH:25]2)=[CH:17][CH:16]=1>>[N:24]1([CH2:23][CH2:22][CH2:21][C:18]2[CH:19]=[CH:20][C:15]([O:13][CH2:12][C:10]3[N:11]=[C:7]([C:3]4[CH:2]=[N:1][CH:6]=[CH:5][CH:4]=4)[S:8][CH:9]=3)=[CH:16][CH:17]=2)[CH:28]=[CH:27][N:26]=[CH:25]1. Procedure details: In substantially the same manner as in Working Example 146, 2-(3-pyridyl)-4-thiazolylmethanol was mesylated, which was allowed to react with 1-[3-(4-hydroxyphenyl)propyl]imidazole to give 4-[4-[3-(1-imidazolyl)propyl]phenoxymethyl]-2-(3-pyridyl)thiazole. The yield was 35%. Recrystallization from ethyl acetate-hexane gave colorless prisms, mp 67-68° C. Reported procedure: A mixture of 2-[4-(3,5-dimethyl-1H-pyrazol-1-yl)phenyl]ethanol (step 1, 1.26 g, 5.8 mmol), iodine (883 mg, 3.5, mmol) and ceric ammonium nitrate (1.59 g, 2.9 mmol) was stirred in acetonitrile (58 mL) at room temperature for 1 h. Then, the solvent was evaporated under reduced pressure and the resulting residue was dissolved dichloromethane. The organic solution was washed with 5% aqueous solution sodium thiosulfate, then with brine, and finally dried (Na2SO4) and evaporated. The crude product was... The product is IC=1C(=NN(C1C)C1=CC=C(C=C1)CCO)C (2-[4-(4-Iodo-3,5-dimethyl-1H-pyrazol-1-yl)phenyl]ethanol). Run in C(C)#N (acetonitrile). Yield: 129.4%. Reaction SMILES: [CH3:1][C:2]1[CH:6]=[C:5]([CH3:7])[N:4]([C:8]2[CH:13]=[CH:12][C:11]([CH2:14][CH2:15][OH:16])=[CH:10][CH:9]=2)[N:3]=1.[I:17]I>C(#N)C>[I:17][C:6]1[C:2]([CH3:1])=[N:3][N:4]([C:8]2[CH:13]=[CH:12][C:11]([CH2:14][CH2:15][OH:16])=[CH:10][CH:9]=2)[C:5]=1[CH3:7]. The reactants are CC1=NN(C(=C1)C)C1=CC=C(C=C1)CCO (2-[4-(3,5-Dimethyl-1H-pyrazol-1-yl)phenyl]ethanol), II (iodine), ceric ammonium nitrate. Starting materials: S(O)(O)(=O)=O (sulfuric acid), FC=1C=C(C=CC1SC)N (3-fluoro-4-methylsulfanyl-phenylamine), O1CCCC1 (tetrahydrofuran), N(=O)[O-].[Na+] (sodium nitrite). The reagents and catalysts are [N+](=O)([O-])[O-].[Cu+2].[N+](=O)([O-])[O-] (copper(II) nitrate), [Cu-]=O (copper(I) oxide). Run in O (water), O (water), O (water). Conditions: temperature 0 celsius, time 2 hour. Product: FC=1C=C(C=CC1SC)O (3-fluoro-4-methylsulfanyl-phenol). Yield: 24.0%. Reaction SMILES: S(=O)(=O)(O)O.[F:6][C:7]1[CH:8]=[C:9](N)[CH:10]=[CH:11][C:12]=1[S:13][CH3:14].[O:16]1CCCC1.N([O-])=O.[Na+]>O.[N+]([O-])([O-])=O.[Cu+2].[N+]([O-])([O-])=O.[Cu-]=O>[F:6][C:7]1[CH:8]=[C:9]([OH:16])[CH:10]=[CH:11][C:12]=1[S:13][CH3:14] |f:3.4,6.7.8|. Procedure details: Concentrated sulfuric acid (40 mL) was added to a rapidly stirred mixture of 3-fluoro-4-methylsulfanyl-phenylamine (15.5 g, 99 mmol), water (750 mL) and tetrahydrofuran (23 mL). The mixture was cooled to 0° C. and a solution of sodium nitrite (7.5 g, 163 mmol) in water (15 mL) was added. The resulting mixture was stirred for 2 h at 0° C. and it was then added dropwise over 10 min to a stirring solution of copper(II) nitrate (230 g, 1.2 mol) and copper(I) oxide (12.8 g, 89 mmol) in water (1 L). T... Starting materials: CO, CCN(C(C)C)C(C)C, Fc1ccc(C2CCc3c(Cl)nc(Cl)nc32)cc1, Cl, FC1(F)CNC1. Product: Fc1ccc(C2CCc3c2nc(Cl)nc3N2CC(F)(F)C2)cc1. RXN SMILES: [CH3:35][OH:36].[CH:19]([N:20]([CH2:21][CH3:22])[CH:23]([CH3:24])[CH3:25])([CH3:26])[CH3:27].[Cl:1][c:2]1[n:3][c:4]([Cl:18])[c:5]2[c:6]([n:7]1)[CH:8]([c:11]1[cH:12][cH:13][c:14]([F:17])[cH:15][cH:16]1)[CH2:9][CH2:10]2.[ClH:34].[F:28][C:29]1([F:33])[CH2:30][NH:31][CH2:32]1>>[Cl:1][c:2]1[n:3][c:4]([N:31]2[CH2:30][C:29]([F:28])([F:33])[CH2:32]2)[c:5]2[c:6]([n:7]1)[CH:8]([c:11]1[cH:12][cH:13][c:14]([F:17])[cH:15][cH:16]1)[CH2:9][CH2:10]2. Procedure details: To a solution of ethyl 3-[6-(5-{3-cyano-4-[(1-methylethyl)oxy]phenyl}-1,2,4-oxadiazol-3-yl)-5-fluoro-1H-indol-3-yl]propanoate (D157) (180 mg) in isopropanol (25 mL) and water (5 mL) was added 0.8 mL 20% aqueous NaOH solution. The reaction mixture was stirred at 20° C. overnight. Afterwards, the mixture was adjusted to pH 3 by addion of 6 M HCl and evaporated. The residue was treated with 6 mL DMF and filtered. The filtrate was purified by MDAP to give the designed product 3-[6-(5-{3-cyano-4-[(1-... Yields the product C(#N)C=1C=C(C=CC1OC(C)C)C1=NC(=NO1)C1=C(C=C2C(=CNC2=C1)CCC(=O)O)F (3-[6-(5-{3-cyano-4-[(1-methylethyl)oxy]phenyl}-1,2,4-oxadiazol-3-yl)-5-fluoro-1H-indol-3-yl]propanoic acid). Yield: 68.0%. RXN SMILES: [C:1]([C:3]1[CH:4]=[C:5]([C:13]2[O:17][N:16]=[C:15]([C:18]3[CH:26]=[C:25]4[C:21]([C:22]([CH2:27][CH2:28][C:29]([O:31]CC)=[O:30])=[CH:23][NH:24]4)=[CH:20][C:19]=3[F:34])[N:14]=2)[CH:6]=[CH:7][C:8]=1[O:9][CH:10]([CH3:12])[CH3:11])#[N:2].[OH-].[Na+].Cl>C(O)(C)C.O>[C:1]([C:3]1[CH:4]=[C:5]([C:13]2[O:17][N:16]=[C:15]([C:18]3[CH:26]=[C:25]4[C:21]([C:22]([CH2:27][CH2:28][C:29]([OH:31])=[O:30])=[CH:23][NH:24]4)=[CH:20][C:19]=3[F:34])[N:14]=2)[CH:6]=[CH:7][C:8]=1[O:9][CH:10]([CH3:12])[CH3:11])#[N:2] |f:1.2|. Reaction conditions: temperature 20 celsius, time 8 hour. The reactants are C(#N)C=1C=C(C=CC1OC(C)C)C1=NC(=NO1)C1=C(C=C2C(=CNC2=C1)CCC(=O)OCC)F (Ethyl 3-[6-(5-{3-cyano-4-[(1-methylethyl)oxy]phenyl}-1,2,4-oxadiazol-3-yl)-5-fluoro-1H-indol-3-yl]propanoate), [OH-].[Na+] (NaOH), Cl (HCl). Run in C(C)(C)O (isopropanol), O (water). Reactants: CCO, O=[N+]([O-])c1ccc(Oc2ccc3ccccc3c2)c(Cl)c1, [H][H], O=[Pt]=O, c1ccccc1. Yields the product Nc1ccc(Oc2ccc3ccccc3c2)c(Cl)c1. Reaction SMILES: [CH3:30][CH2:31][OH:32].[Cl:1][c:2]1[cH:3][c:4]([N+:19]([O-:20])=[O:21])[cH:5][cH:6][c:7]1[O:8][c:9]1[cH:10][c:11]2[cH:12][cH:13][cH:14][cH:15][c:16]2[cH:17][cH:18]1.[H:22][H:23].[Pt:33](=[O:34])=[O:35].[cH:24]1[cH:25][cH:26][cH:27][cH:28][cH:29]1>>[Cl:1][c:2]1[cH:3][c:4]([NH2:19])[cH:5][cH:6][c:7]1[O:8][c:9]1[cH:10][c:11]2[cH:12][cH:13][cH:14][cH:15][c:16]2[cH:17][cH:18]1.